From a dataset of the Open Reaction Database (ORD), a public repository of structured organic reaction records. describe an organic reaction: reactants, conditions, products, and yield Reactants: [N+](=O)([O-])C1=C(C(=O)C2(O)[C@H](N)[C@@H](O)[C@H](O)[C@H](O2)CO)C(=CC(=C1)C1=C(C(=C(C(=C1I)N(C(C)=O)C)I)N(C(C)=O)C)I)[N+](=O)[O-] (2,6-dinitro-4-[3′,5′-bis(N-methylacetamido)-2′,4′,6′-triiodophenyl]-benzoyl-D-glucosamine), [H][H] (hydrogen). The reagents and catalysts are [Pd] (palladium on charcoal). Product: NC1=C(C(=O)C2(O)[C@H](N)[C@@H](O)[C@H](O)[C@H](O2)CO)C(=CC(=C1)C1=C(C(=C(C(=C1I)N(C(C)=O)C)I)N(C(C)=O)C)I)N (2,6-Diamino4-[3′,5′-bis(N-methylacetamido)-2′,4′,6′-triiodophenyl]-benzoyl-D-glucosamine). As a reaction SMILES: [N+:1]([C:4]1[CH:23]=[C:22]([C:24]2[C:29]([I:30])=[C:28]([N:31]([CH3:35])[C:32](=[O:34])[CH3:33])[C:27]([I:36])=[C:26]([N:37]([CH3:41])[C:38](=[O:40])[CH3:39])[C:25]=2[I:42])[CH:21]=[C:20]([N+:43]([O-])=O)[C:5]=1[C:6]([C:8]1([O:17][C@H:16]([CH2:18][OH:19])[C@@H:14]([OH:15])[C@H:12]([OH:13])[C@H:10]1[NH2:11])[OH:9])=[O:7])([O-])=O.[H][H]>[Pd]>[NH2:43][C:20]1[CH:21]=[C:22]([C:24]2[C:25]([I:42])=[C:26]([N:37]([CH3:41])[C:38](=[O:40])[CH3:39])[C:27]([I:36])=[C:28]([N:31]([CH3:35])[C:32](=[O:34])[CH3:33])[C:29]=2[I:30])[CH:23]=[C:4]([NH2:1])[C:5]=1[C:6]([C:8]1([O:17][C@H:16]([CH2:18][OH:19])[C@@H:14]([OH:15])[C@H:12]([OH:13])[C@H:10]1[NH2:11])[OH:9])=[O:7]. Procedure: 2,6-dinitro-4-[3′,5′-bis(N-methylacetamido)-2′,4′,6′-triiodophenyl]-benzoyl-D-glucosamine (15) is catalytically reduced by hydrogen in the presence of palladium on charcoal to yield 2,6-diamino-4-[3′,5′-bis(N-methylacetamido)-2′,4′,6′-triiodophenyl]-benzoyl-D-glucosamine (16). Starting materials: CSC=1N=C(NC(C1C#N)=O)CC1=CSC=C1 (4-(methylsulphanyl)-6-oxo-2-(3-thienylmethyl)-1,6-dihydropyrimidine-5-carbonitrile), N1CCC(CC1)O (piperidin-4-ol). Yields the product OC1CCN(CC1)C=1N=C(NC(C1C#N)=O)CC1=CSC=C1 (4-(4-Hydroxypiperidin-1-yl)-6-oxo-2-(3-thienylmethyl)-1,6-dihydropyrimidine-5-carbonitrile). RXN SMILES: CS[C:3]1[N:4]=[C:5]([CH2:12][C:13]2[CH:17]=[CH:16][S:15][CH:14]=2)[NH:6][C:7](=[O:11])[C:8]=1[C:9]#[N:10].[NH:18]1[CH2:23][CH2:22][CH:21]([OH:24])[CH2:20][CH2:19]1>>[OH:24][CH:21]1[CH2:22][CH2:23][N:18]([C:3]2[N:4]=[C:5]([CH2:12][C:13]3[CH:17]=[CH:16][S:15][CH:14]=3)[NH:6][C:7](=[O:11])[C:8]=2[C:9]#[N:10])[CH2:19][CH2:20]1. Procedure: In analogy to the preparation of Example 1, 100 mg (0.38 mmol) of 4-(methylsulphanyl)-6-oxo-2-(3-thienylmethyl)-1,6-dihydropyrimidine-5-carbonitrile are reacted with 384 mg (3.80 mmol) of piperidin-4-ol to give 47 mg (39% of theory) of the title compound. The reactants are FC1=CC=C(C=C1)C=1OC2=C(N(N1)C1=NC(=CC=C1)C(F)(F)F)N=CC(=C2)N (3-(4-Fluorophenyl)-1-[6-(trifluoromethyl)-2-pyridinyl]-1H-pyrido[2,3-e][1,3,4]oxadiazin-6-amine), N(=O)OCCCC (butyl nitrite), N(=O)OCCCC (butyl nitrite). The solvent is C1CCOC1 (THF), C1CCOC1 (THF). Conditions: time 1 hour. Yields the product FC1=CC=C(C=C1)C=1OC2=C(N(N1)C1=NC(=CC=C1)C(F)(F)F)N=CC=C2 (3-(4-Fluorophenyl)-1-[6-(trifluoromethyl)-2-pyridinyl]-1H-pyrido[2,3-e][1,3,4]oxadiazine). The yield is 128.4%. Reaction SMILES: N(OCCCC)=O.[F:8][C:9]1[CH:14]=[CH:13][C:12]([C:15]2[O:16][C:17]3[CH:34]=[C:33](N)[CH:32]=[N:31][C:18]=3[N:19]([C:21]3[CH:26]=[CH:25][CH:24]=[C:23]([C:27]([F:30])([F:29])[F:28])[N:22]=3)[N:20]=2)=[CH:11][CH:10]=1>C1COCC1>[F:8][C:9]1[CH:10]=[CH:11][C:12]([C:15]2[O:16][C:17]3[CH:34]=[CH:33][CH:32]=[N:31][C:18]=3[N:19]([C:21]3[CH:26]=[CH:25][CH:24]=[C:23]([C:27]([F:29])([F:30])[F:28])[N:22]=3)[N:20]=2)=[CH:13][CH:14]=1. Reported procedure: To a stirred solution of butyl nitrite (0.69 g, 6.66 mol) in THF (15 mL) at reflux under N2 was added a solution of the title compound of Step C (1.30 g, 3.33 mmol) in THF (15 mL) dropwise over 5 min. The dark brown solution was allowed to reflux 2 h. When TLC analysis was inconclusive, additional butyl nitrite (0.35 g, 3.33 mmol) was added. After 1 h, the solution was allowed to cool to room temperature and concentrated in vacuo to give a purple solid (1.6 g). Purification by flash chromatograp... Starting materials: N1(CCCCC1)CC1=CC(=NC=C1)OC\C=C/CNC(CCCCl)=O (N-[4-(4-piperidinomethyl-2-pyridyloxy) -cis-2-butenyl]-4-chlorobutyramide), SC1=NC=CC(=N1)C (2-mercapto-4-methylpyrimidine). The product is N1(CCCCC1)CC1=CC(=NC=C1)OC\C=C/CNC(CCCSC1=NC=CC(=N1)C)=O (N-[4-(4-Piperidinomethyl-2-pyridyloxy)-cis-2-butenyl]-4-(4-methyl-2-pyrimidinylthio)butyramide). Isolated yield 70.0%. Reaction SMILES: [N:1]1([CH2:7][C:8]2[CH:13]=[CH:12][N:11]=[C:10]([O:14][CH2:15]/[CH:16]=[CH:17]\[CH2:18][NH:19][C:20](=[O:25])[CH2:21][CH2:22][CH2:23]Cl)[CH:9]=2)[CH2:6][CH2:5][CH2:4][CH2:3][CH2:2]1.[SH:26][C:27]1[N:32]=[C:31]([CH3:33])[CH:30]=[CH:29][N:28]=1>>[N:1]1([CH2:7][C:8]2[CH:13]=[CH:12][N:11]=[C:10]([O:14][CH2:15]/[CH:16]=[CH:17]\[CH2:18][NH:19][C:20](=[O:25])[CH2:21][CH2:22][CH2:23][S:26][C:27]3[N:32]=[C:31]([CH3:33])[CH:30]=[CH:29][N:28]=3)[CH:9]=2)[CH2:6][CH2:5][CH2:4][CH2:3][CH2:2]1. Procedure: Following a procedure similar to that described in Example 34, but using N-[4-(4-piperidinomethyl-2-pyridyloxy) -cis-2-butenyl]-4-chlorobutyramide (prepared as described in Preparation 2) and 2-mercapto-4-methylpyrimidine as starting materials, in relative proportions similar to those used in that Example, the title compound was obtained as an oil in a 70% yield. The reactants are Cc1ccc(N(C)C2CCC(C#CCO)CC2)nn1, CS(=O)(=O)Cl, ClCCl, O, Cc1cccc(C)n1. Yields the product Cc1ccc(N(C)C2CCC(C#CCCl)CC2)nn1. RXN SMILES: [CH3:1][N:2]([CH:3]1[CH2:4][CH2:5][CH:6]([C:9]#[C:10][CH2:11][OH:12])[CH2:7][CH2:8]1)[c:13]1[n:14][n:15][c:16]([CH3:19])[cH:17][cH:18]1.[CH3:20][S:21](=[O:22])(=[O:23])[Cl:24].[Cl:34][CH2:35][Cl:36].[OH2:33].[n:25]1[c:26]([CH3:27])[cH:28][cH:29][cH:30][c:31]1[CH3:32]>>[CH3:1][N:2]([CH:3]1[CH2:4][CH2:5][CH:6]([C:9]#[C:10][CH2:11][Cl:24])[CH2:7][CH2:8]1)[c:13]1[n:14][n:15][c:16]([CH3:19])[cH:17][cH:18]1. The reactants are C1CCOC1, CCO, N#Cc1ccccc1-c1cc([N+](=O)[O-])ccc1F, O, O, Cl[Sn]Cl. The product is N#Cc1ccccc1-c1cc(N)ccc1F. Reaction SMILES: [CH2:24]1[O:25][CH2:26][CH2:27][CH2:28]1.[CH3:29][CH2:30][OH:31].[F:1][c:2]1[c:3](-[c:11]2[c:12]([C:17]#[N:18])[cH:13][cH:14][cH:15][cH:16]2)[cH:4][c:5]([N+:8]([O-:9])=[O:10])[cH:6][cH:7]1.[OH2:19].[OH2:20].[Sn:21]([Cl:22])[Cl:23]>>[F:1][c:2]1[c:3](-[c:11]2[c:12]([C:17]#[N:18])[cH:13][cH:14][cH:15][cH:16]2)[cH:4][c:5]([NH2:8])[cH:6][cH:7]1. Starting materials: C(C1=CC=CC=C1)OC1=NC=C2NC=CC=C21 (5-benzyloxypyrrolo[3,4-b]pyridine), C(C1=CC=CC=C1)OC1=NC=C2NC=CC=C21 (5-benzyloxypyrrolo[3,4-b]pyridine). Reagents/catalysts: [Pd] (Pd/C). Run in C(C)O (ethanol). Reaction conditions: time 30 minute. Yields the product OC1=NC=C2NC=CC=C21 (5-Hydroxypyrrolo[3,4-b]pyridine). Yield: 96.9%. Reaction SMILES: C([O:8][C:9]1[C:17]2[C:12]([NH:13][CH:14]=[CH:15][CH:16]=2)=[CH:11][N:10]=1)C1C=CC=CC=1>[Pd].C(O)C>[OH:8][C:9]1[C:17]2[C:12]([NH:13][CH:14]=[CH:15][CH:16]=2)=[CH:11][N:10]=1. Procedure: A mixture of 5-benzyloxypyrrolo[3,4-b]pyridine (Compound 7f, 1.38 g, 6.15 mmol), 5% Pd/C (0.30 g), and absolute ethanol (25 mL) was shaken under a hydrogen atmosphere (3 atm) for 30 minutes. The resulting mixture was filtered through diatomaceous earth (Celite (trademark)), and the filtratewas evaporated under reduced pressure. The residual solid was triturated inethyl ether to yield Compound 7i (0.80 g, 5.96 mmol, 97%) as an off-white crystalline solid: mp, 280.0°-282.0° C.: IR (KBr) 1640, 1615... Starting materials: Cl.Cl.[C@H]1(CCCN2CCCC[C@H]12)CN1CCC(CC1)NC(=O)C=1NC2=CC=CC(=C2C1)OCC1=COC2=C1C=C(C(=C2)C)C (4-(5,6-dimethyl-benzofuran-3-ylmethoxy)-1H-indole-2-carboxylic acid {1-[(1S,9aR)-1-(octahydro-quinolizin-1-yl)methyl]-piperidin-4-yl}-amide dihydrochloride), Cl.Cl.Cl.NC1CCN(CC1)CCN1CCC(CC1)O (1-[2-(4-Amino-piperidin-1-yl)-ethyl]-piperidin-4-ol tri-hydrochloride). Yields the product OC1CCN(CC1)CCN1CCC(CC1)NC(=O)C=1NC2=CC=CC(=C2C1)OCC1=COC2=C1C=C(C(=C2)C)C (4-(5,6-Dimethyl-benzofuran-3-ylmethoxy)-1H-indole-2-carboxylic acid {1-[2-(4-hydroxy-piperidin-1-yl)-ethyl]-piperidin-4-yl}-amide). RXN SMILES: Cl.Cl.[C@H]1([CH2:13][N:14]2[CH2:19][CH2:18][CH:17]([NH:20][C:21]([C:23]3[NH:24][C:25]4[C:30]([CH:31]=3)=[C:29]([O:32][CH2:33][C:34]3[C:38]5[CH:39]=[C:40]([CH3:44])[C:41]([CH3:43])=[CH:42][C:37]=5[O:36][CH:35]=3)[CH:28]=[CH:27][CH:26]=4)=[O:22])[CH2:16][CH2:15]2)[C@@H]2N(CCCC2)CCC1.Cl.Cl.Cl.NC1CCN(C[CH2:56][N:57]2[CH2:62][CH2:61][CH:60]([OH:63])[CH2:59][CH2:58]2)CC1>>[OH:63][CH:60]1[CH2:61][CH2:62][N:57]([CH2:56][CH2:13][N:14]2[CH2:19][CH2:18][CH:17]([NH:20][C:21]([C:23]3[NH:24][C:25]4[C:30]([CH:31]=3)=[C:29]([O:32][CH2:33][C:34]3[C:38]5[CH:39]=[C:40]([CH3:44])[C:41]([CH3:43])=[CH:42][C:37]=5[O:36][CH:35]=3)[CH:28]=[CH:27][CH:26]=4)=[O:22])[CH2:16][CH2:15]2)[CH2:58][CH2:59]1 |f:0.1.2,3.4.5.6|. Reported procedure: This compound is synthesized from 4-(5,6-dimethyl-benzofuran-3-ylmethoxy)-1H-indole-2-carboxylic acid (127, see example 104) and amine 21 analogously to the method described in example 1. Reactants: IV, [N+](=O)([O-])C1=C(C=CC=C1)S (2-nitrobenzenethiol), C(C)(=O)O[C@H]1[C@H](SC[C@H]([C@@H]1OC(C)=O)OC(C)=O)Br (2,3,4-tri-O-acetyl-5-thio-α-D-xylopyranosyl bromide). Reagents/catalysts: [O-2].[Zn+2] (zinc oxide). Yields the product C(C)(=O)O[C@H]1[C@H](SC2=C(C=CC=C2)[N+](=O)[O-])SC[C@H]([C@@H]1OC(C)=O)OC(C)=O (2-nitrophenyl 2,3,4-tri-O-acetyl-1,5-dithio-β-D-xylopyranoside). Yield: 58.5%. As a reaction SMILES: [N+:1]([C:4]1[CH:9]=[CH:8][CH:7]=[CH:6][C:5]=1[SH:10])([O-:3])=[O:2].[C:11]([O:14][C@@H:15]1[C@@H:20]([O:21][C:22](=[O:24])[CH3:23])[C@H:19]([O:25][C:26](=[O:28])[CH3:27])[CH2:18][S:17][C@@H:16]1Br)(=[O:13])[CH3:12]>[O-2].[Zn+2]>[C:11]([O:14][C@@H:15]1[C@@H:20]([O:21][C:22](=[O:24])[CH3:23])[C@H:19]([O:25][C:26](=[O:28])[CH3:27])[CH2:18][S:17][C@H:16]1[S:10][C:5]1[CH:6]=[CH:7][CH:8]=[CH:9][C:4]=1[N+:1]([O-:3])=[O:2])(=[O:13])[CH3:12] |f:2.3|. Procedure details: If the procedure described in Preparation IV is followed starting from 6.1 g (39.3.10-3 mol) of 2-nitrobenzenethiol, 15.40 g (43.3.10-3 mol) of 2,3,4-tri-O-acetyl-5-thio-α-D-xylopyranosyl bromide and 3.68 g (45.2.10-3 mol) of zinc oxide (ZnO), 9.87 g (yield: 58%) of the expected product are obtained. The reactants are COC(C1=CC=C(C=C1)C(C(C)C)OC1=CC(=C(C(=C1)C)Br)C)=O (4-[1-(4-bromo-3,5-dimethyl-phenoxy)-2-methyl-propyl]-benzoic acid methyl ester), [F-].[K+] (potassium fluoride), C(C)(C)C1=CC=C(C=C1)B(O)O (4-isopropylphenyl boronic acid), tetrakis-(triphenylphosphine)palladium. Product: COC(C1=CC=C(C=C1)C(C(C)C)OC1=CC(=C(C(=C1)C)C1=CC=C(C=C1)C(C)C)C)=O (4-[1-(4′-Isopropyl-2,6-dimethyl-biphenyl-4-yloxy)-2-methyl-propyl]-benzoic acid methyl ester). Yield: 92.5%. Reaction SMILES: [CH3:1][O:2][C:3](=[O:24])[C:4]1[CH:9]=[CH:8][C:7]([CH:10]([O:14][C:15]2[CH:20]=[C:19]([CH3:21])[C:18](Br)=[C:17]([CH3:23])[CH:16]=2)[CH:11]([CH3:13])[CH3:12])=[CH:6][CH:5]=1.[F-].[K+].[CH:27]([C:30]1[CH:35]=[CH:34][C:33](B(O)O)=[CH:32][CH:31]=1)([CH3:29])[CH3:28]>>[CH3:1][O:2][C:3](=[O:24])[C:4]1[CH:9]=[CH:8][C:7]([CH:10]([O:14][C:15]2[CH:20]=[C:19]([CH3:21])[C:18]([C:33]3[CH:34]=[CH:35][C:30]([CH:27]([CH3:29])[CH3:28])=[CH:31][CH:32]=3)=[C:17]([CH3:23])[CH:16]=2)[CH:11]([CH3:13])[CH3:12])=[CH:6][CH:5]=1 |f:1.2|. Reported procedure: Isomer 1 of 4-[1-(4-bromo-3,5-dimethyl-phenoxy)-2-methyl-propyl]-benzoic acid methyl ester (500 mg, 1.28 mmol), potassium fluoride (223 mg, 3.84 mmol), 4-isopropylphenyl boronic acid (419 mg, 2.56 mmol) and tetrakis-(triphenylphosphine)palladium (148 mg, 0.128 mmol) are placed in a flask. After the reaction is purged with N2 for several times, THF/H2O (20 ml/5 ml) is added. The resulting solution is refluxed overnight, loaded on silica gel, eluted with hexane and ethyl acetate to give the titled...